The task is: describe an organic reaction: reactants, conditions, products, and yield. This data is from the Open Reaction Database (ORD), a public repository of structured organic reaction records. Reactants: [OH-].[Na+] (NaOH), NC1=C(C(=O)N)C=CC(=C1)C1=NC=CC=C1C(F)(F)F (2-amino-4-(3-trifluoromethyl-pyridin-2-yl)-benzamide), N1=CC=CC=C1 (pyridine), COCCCC(=O)Cl (4-methoxy-butyryl chloride), C1CCOC1 (THF). Reaction conditions: time 20 minute. Product: C(C1=CC=CC=C1)OCCCC1=NC2=CC(=CC=C2C(=N1)O)C1=NC=CC=C1C(F)(F)F (2-(3-benzyloxy-propyl)7-(3-trifluoromethyl-pyridin-2-yl)-quinazolin-4-ol). RXN SMILES: [NH2:1][C:2]1[CH:10]=[C:9]([C:11]2[C:16]([C:17]([F:20])([F:19])[F:18])=[CH:15][CH:14]=[CH:13][N:12]=2)[CH:8]=[CH:7][C:3]=1[C:4]([NH2:6])=[O:5].N1[CH:26]=[CH:25][CH:24]=[CH:23][CH:22]=1.C[O:28][CH2:29][CH2:30][CH2:31][C:32](Cl)=O.[OH-].[Na+].[CH2:37]1COC[CH2:38]1>>[CH2:22]([O:28][CH2:29][CH2:30][CH2:31][C:32]1[N:6]=[C:4]([OH:5])[C:3]2[C:2](=[CH:10][C:9]([C:11]3[C:16]([C:17]([F:20])([F:18])[F:19])=[CH:15][CH:14]=[CH:13][N:12]=3)=[CH:8][CH:7]=2)[N:1]=1)[C:23]1[CH:38]=[CH:37][CH:26]=[CH:25][CH:24]=1 |f:3.4|. Reported procedure: To a solution of 2-amino-4-(3-trifluoromethyl-pyridin-2-yl)-benzamide (3.56 mmol) and pyridine (3.91 mmol) in THF (20 ml), add 4-methoxy-butyryl chloride (3.91 mmol). Stir the mixture 20 minutes at room temperature, add 20 ml of 20% NaOH, stir for 60 minutes at 50° C. Concentrate, add water, filter, acidify to pH=6, collect the precipitate to obtain 2-(3-benzyloxy-propyl)7-(3-trifluoromethyl-pyridin-2-yl)-quinazolin-4-ol. Reactants: CCC(CC)(c1ccc(CN(CCS(C)(=O)=O)C(=O)OC(C)(C)C)c(C)c1)c1ccc(OCC(=O)C(C)(C)C)c(C)c1, ClCCl, O=C(O)C(F)(F)F. The product is CCC(CC)(c1ccc(CNCCS(C)(=O)=O)c(C)c1)c1ccc(OCC(=O)C(C)(C)C)c(C)c1. As a reaction SMILES: [CH3:1][C:2]([C:3]([CH2:4][O:5][c:6]1[c:7]([CH3:39])[cH:8][c:9]([C:12]([CH2:13][CH3:14])([CH2:15][CH3:16])[c:17]2[cH:18][c:19]([CH3:38])[c:20]([CH2:21][N:22]([C:23](=[O:24])[O:25][C:26]([CH3:27])([CH3:28])[CH3:29])[CH2:30][CH2:31][S:32](=[O:33])(=[O:34])[CH3:35])[cH:36][cH:37]2)[cH:10][cH:11]1)=[O:40])([CH3:41])[CH3:42].[Cl:50][CH2:51][Cl:52].[F:43][C:44]([F:45])([F:46])[C:47]([OH:48])=[O:49]>>[CH3:1][C:2]([C:3]([CH2:4][O:5][c:6]1[c:7]([CH3:39])[cH:8][c:9]([C:12]([CH2:13][CH3:14])([CH2:15][CH3:16])[c:17]2[cH:18][c:19]([CH3:38])[c:20]([CH2:21][NH:22][CH2:30][CH2:31][S:32](=[O:33])(=[O:34])[CH3:35])[cH:36][cH:37]2)[cH:10][cH:11]1)=[O:40])([CH3:41])[CH3:42]. The reactants are CC1=NOC(=N1)C1=C(N=C(S1)N)C1=CC=CC=C1 (5-(3-methyl-[1,2,4]oxadiazol-5-yl)-4-phenyl-thiazol-2-ylamine), C1(CCCCC1)C(=O)Cl (cyclohexanecarbonyl chloride). The product is CC1=NOC(=N1)C1=C(N=C(S1)NC(=O)C1CCCCC1)C1=CC=CC=C1 (Cyclohexanecarboxylic acid [5-(3-methyl-[1,2,4]oxadiazol-5-yl)-4-phenyl-thiazol-2-yl]-amide). Reaction SMILES: [CH3:1][C:2]1[N:6]=[C:5]([C:7]2[S:11][C:10]([NH2:12])=[N:9][C:8]=2[C:13]2[CH:18]=[CH:17][CH:16]=[CH:15][CH:14]=2)[O:4][N:3]=1.[CH:19]1([C:25](Cl)=[O:26])[CH2:24][CH2:23][CH2:22][CH2:21][CH2:20]1>>[CH3:1][C:2]1[N:6]=[C:5]([C:7]2[S:11][C:10]([NH:12][C:25]([CH:19]3[CH2:24][CH2:23][CH2:22][CH2:21][CH2:20]3)=[O:26])=[N:9][C:8]=2[C:13]2[CH:14]=[CH:15][CH:16]=[CH:17][CH:18]=2)[O:4][N:3]=1. Reported procedure: Prepared from 5-(3-methyl-[1,2,4]oxadiazol-5-yl)-4-phenyl-thiazol-2-ylamine and cyclohexanecarbonyl chloride. Starting materials: O (water), CC(=O)C1=CC(=CC=C1)OC2=CC=CC=C2 (3-phenoxyacetophenone), ClCC(=O)OCC (ethyl chloroacetate), [O-]CC.[Na+] (sodium ethoxide). The solvent is CCOCC (ether), C(C)OCC (ethyl ether). Conditions: temperature 25 celsius, time 1 hour. The product is OC(C(=O)OCC)C(=C)C1=CC(=CC=C1)OC1=CC=CC=C1 (ethyl 2-hydroxy-3-(3-phenoxyphenyl)-3-butenoate). The yield is 33.0%. Reaction SMILES: [CH3:1][C:2]([C:4]1[CH:9]=[CH:8][CH:7]=[C:6]([O:10][C:11]2[CH:16]=[CH:15][CH:14]=[CH:13][CH:12]=2)[CH:5]=1)=O.Cl[CH2:18][C:19]([O:21][CH2:22][CH3:23])=[O:20].[O-:24]CC.[Na+].O>C(OCC)C>[OH:24][CH:18]([C:2]([C:4]1[CH:9]=[CH:8][CH:7]=[C:6]([O:10][C:11]2[CH:16]=[CH:15][CH:14]=[CH:13][CH:12]=2)[CH:5]=1)=[CH2:1])[C:19]([O:21][CH2:22][CH3:23])=[O:20] |f:2.3|. Reported procedure: A solution of 9.7 g of 3-phenoxyacetophenone and 12.2 g of ethyl chloroacetate in 30 ml of ethyl ether was vigorously stirred, and 8.8 g of sodium ethoxide was gradually added thereto in a nitrogen stream at 5°-6° C. over a period of 1 hour. After stirring at 6° C. for 1 hour, at 25° C. for 1 hour and at refluxing temperature for 1 hour, the mixture was cooled and charged with ether and water, thereby effecting ether extraction. The ether layer was washed with water and then dried over anhydrous... The reactants are BrC=1C=CC(=C(C1)C(=O)C1=CC=C(C=C1)Br)OC ((5-Bromo-2-methoxy-phenyl)-(4-bromo-phenyl)-methanone), R-(+)-BINAP, C1=CC=C(C=C1)P(C2=CC=CC=C2)C3=CC=CC=C3 (PPh3), C(=O)([O-])[O-].[Cs+].[Cs+] (Cs2CO3), FC1=C(N)C=CC(=C1)F (2,4-Difluoroaniline). Reagents/catalysts: CC(=O)[O-].CC(=O)[O-].[Pd+2] (Pd(OAc)2). The solvent is O1CCOCC1 (dioxane). Run at temperature 135 celsius. Product: BrC=1C=CC(=C(C1)C(O)C1=CC=C(C=C1)Br)OC ((5-Bromo-2-methoxy-phenyl)-(4-bromo-phenyl)-methanol). The yield is 64.5%. RXN SMILES: [Br:1][C:2]1[CH:3]=[CH:4][C:5]([O:17][CH3:18])=[C:6]([C:8]([C:10]2[CH:15]=[CH:14][C:13]([Br:16])=[CH:12][CH:11]=2)=[O:9])[CH:7]=1.C1C=CC(P(C2C=CC=CC=2)C2C=CC=CC=2)=CC=1.C([O-])([O-])=O.[Cs+].[Cs+].FC1C=C(F)C=CC=1N>O1CCOCC1.CC([O-])=O.CC([O-])=O.[Pd+2]>[Br:1][C:2]1[CH:3]=[CH:4][C:5]([O:17][CH3:18])=[C:6]([CH:8]([C:10]2[CH:15]=[CH:14][C:13]([Br:16])=[CH:12][CH:11]=2)[OH:9])[CH:7]=1 |f:2.3.4,7.8.9|. Procedure details: (5-Bromo-2-methoxy-phenyl)-(4-bromo-phenyl)-methanone (16.5 g; 44.6 mmol), R-(+)-BINAP (1.38 g; 2.23 mmol), Pd(OAc)2 (1.499 g; 6.69 mmol), PPh3 (3.03 g; 11.6 mmol), Cs2CO3 (29.1 g; 89.2 mmol) and 2,4-Difluoroaniline (6.8 ml; 66.9 mmol) are dissolved in dioxane (600 ml) and heated to 135° C. for 1.5 hours. The reaction mixture is cooled, filtered, evaporated and purified via chromatography (SiO2; acetone/hexanes 5:95>10:90) to yield the title product as yellow crystals (10.7 g; 57%).